describe an organic reaction: reactants, conditions, products, and yield From a dataset of the Open Reaction Database (ORD), a public repository of structured organic reaction records. Reactants: S([O-])(O)(=O)=O.[K+] (potassium bisulfate), [OH-].[NH4+] (ammonium hydroxide), OC=1C=C(C[C@H](NC(C(C(F)(F)F)CS)=O)C(=O)O)C=CC1O ((S)-3-Hydroxy-N-[3,3,3-Trifluoro-2-(mercaptomethyl)-1-oxopropyl]-L-tyrosine), ( a ), CO (methanol). Run in O (water). Run at time 10 minute. Product: FC([C@H](C(=O)N[C@H](C(=O)O)CC1CCCCC1)CS)(F)F ((S,S)-α-[[3,3,3-Trifluoro-2-(mercaptomethyl)-1-oxopropyl]amino]cyclohexanepropanoic acid). Reaction SMILES: [OH-].[NH4+].O[C:4]1[CH:5]=[C:6]([CH:22]=[CH:23][C:24]=1O)[CH2:7][C@@H:8]([C:19]([OH:21])=[O:20])[NH:9][C:10](=[O:18])[CH:11]([CH2:16][SH:17])[C:12]([F:15])([F:14])[F:13].S(=O)(=O)(O)[O-].[K+].CO>O>[F:13][C:12]([F:14])([F:15])[C@@H:11]([CH2:16][SH:17])[C:10]([NH:9][C@@H:8]([CH2:7][CH:6]1[CH2:22][CH2:23][CH2:24][CH2:4][CH2:5]1)[C:19]([OH:21])=[O:20])=[O:18] |f:0.1,3.4|. Reported procedure: Concentrated ammonium hydroxide (3.1 mL) was added to a suspension of the title (S) isomer product from part (a) (1.734 g., 4.69 mmol.) in deoxygenated water (3.1 mL) at room temperature. Dissolution occurred almost immediately and the reaction mixture was stirred for 10 minutes at room temperature. The pH was adjusted to 1.5 with saturated potassium bisulfate solution and the mixture was extracted with ethyl acetate (200 mL). The organic layer was washed with brine, dried (MgSO4), and concentra... Starting materials: S(=O)(Cl)Cl (thionyl chloride), O (water), C(C)(=O)O (acetic acid), C(C1=CC=CC=C1)OC(CCN1C(C(SC12CCC(CC2)=CCC(C)C)CC(=O)O)=O)=O (2-[4-[3-(benzyloxy)-3-oxopropyl]-8-(3-methylbutylidene)-3-oxo-1-thia-4-azaspiro[4.5]decan-2-yl]-acetic acid). Solvent: C(C)(=O)OCC (ethyl acetate), C(Cl)Cl (methylene chloride). Run at time 1 hour. The product is C(C1=CC=CC=C1)OC(CCN1C(C(SC12CCC(CC2)=CCC(C)C)CCC(=O)O)=O)=O (3-[4-[3-(benzyloxy)-3-oxopropyl]-8-(3-methylbutylidene)-3-oxo-1-thia-4-azaspiro[4.5]decan-2-yl]-propionic acid). As a reaction SMILES: [CH2:1]([O:8][C:9](=[O:32])[CH2:10][CH2:11][N:12]1[C:16]2([CH2:21][CH2:20][C:19](=[CH:22][CH2:23][CH:24]([CH3:26])[CH3:25])[CH2:18][CH2:17]2)[S:15][CH:14]([CH2:27]C(O)=O)[C:13]1=[O:31])[C:2]1[CH:7]=[CH:6][CH:5]=[CH:4][CH:3]=1.S(Cl)(Cl)=O.O.[C:38]([OH:41])(=[O:40])[CH3:39]>C(Cl)Cl.C(OCC)(=O)C>[CH2:1]([O:8][C:9](=[O:32])[CH2:10][CH2:11][N:12]1[C:16]2([CH2:17][CH2:18][C:19](=[CH:22][CH2:23][CH:24]([CH3:26])[CH3:25])[CH2:20][CH2:21]2)[S:15][CH:14]([CH2:27][CH2:39][C:38]([OH:41])=[O:40])[C:13]1=[O:31])[C:2]1[CH:3]=[CH:4][CH:5]=[CH:6][CH:7]=1. Procedure details: In 10 ml of methylene chloride was dissolved 0.96 g of 2-[4-[3-(benzyloxy)-3-oxopropyl]-8-(3-methylbutylidene)-3-oxo-1-thia-4-azaspiro[4.5]decan-2-yl]-acetic acid. After adding 0.18 ml of thionyl chloride at ambient temperature, the resulting mixture was stirred for one hour under reflux. The reaction mixture was concentrated under reduced pressure, and the concentrate was dissolved in 10 ml of dioxane. The resulting solution was dropwise added at 0-5° C. to an ethyl ether solution containing di... Starting materials: [O-]CC.[Na+] (sodium ethoxide), [Cl-].[NH4+] (ammonium chloride), N1=CN=C2N=CNC2=C1N (adenine), CN(C=O)C (dimethylformamide), Propargyl aldehyde. The solvent is C(C)O (ethanol). Reaction conditions: time 10 minute. The product is N1=CN=C2N(C=NC2=C1N)C=CC=O (3-(Adenin-9-yl) prop-2-enal). The yield is 52.9%. As a reaction SMILES: [N:1]1[C:9]([NH2:10])=[C:8]2[C:4]([N:5]=[CH:6][NH:7]2)=[N:3][CH:2]=1.[O-:11][CH2:12][CH3:13].[Na+].[Cl-].[NH4+].[CH3:17]N(C)C=O>C(O)C>[N:1]1[C:9]([NH2:10])=[C:8]2[C:4]([N:5]([CH:17]=[CH:13][CH:12]=[O:11])[CH:6]=[N:7]2)=[N:3][CH:2]=1 |f:1.2,3.4|. Procedure details: To a suspension of adenine (135 mg; 1 mmole) in dimethylformamide (2 ml) at -40° there is added a solution of sodium ethoxide (prepared from 15 mg of sodium hydride) in ethanol (1 ml) and the mixture is stirred for 10 min. Propargyl aldehyde (59 mg; 1.1 mmole) is added in one portion and stirring is continued at -40° for 1 hr. The pale brown reaction mixture is then allowed to come to room temperature and neutralized by the addition of aqueous ammonium chloride. The precipitated solid (100 mg) i... As a reaction SMILES: [CH3:1][C:2]([NH2:10])([C:4]1[CH:9]=[CH:8][CH:7]=[CH:6][N:5]=1)[CH3:3].[Cl:11][C:12]1[CH:13]=[C:14]([CH3:20])[C:15]([CH:18]=O)=[N:16][CH:17]=1.[BH-](OC(C)=O)(OC(C)=O)OC(C)=O.[Na+]>C(Cl)Cl>[Cl:11][C:12]1[CH:13]=[C:14]([CH3:20])[C:15]([CH2:18][NH:10][C:2]([CH3:3])([C:4]2[CH:9]=[CH:8][CH:7]=[CH:6][N:5]=2)[CH3:1])=[N:16][CH:17]=1 |f:2.3|. Starting materials: CC(C)(C1=NC=CC=C1)N (1-methyl-1-pyridin-2-yl-ethylamine), ClC=1C=C(C(=NC1)C=O)C (5-chloro-3-methyl-pyridine-2-carbaldehyde), [BH-](OC(=O)C)(OC(=O)C)OC(=O)C.[Na+] (NaBH(OAc)3). Yields the product ClC=1C=C(C(=NC1)CNC(C)(C1=NC=CC=C1)C)C ((5-chloro-3-methyl-pyridin-2-ylmethyl)-(1-methyl-1-pyridin-2-yl-ethyl)-amine). Run in C(Cl)Cl (CH2Cl2). Procedure: Using General Procedure B: Reaction of 1-methyl-1-pyridin-2-yl-ethylamine and 5-chloro-3-methyl-pyridine-2-carbaldehyde in CH2Cl2 with NaBH(OAc)3 gave (5-chloro-3-methyl-pyridin-2-ylmethyl)-(1-methyl-1-pyridin-2-yl-ethyl)-amine as a beige oil. 1H NMR (CDCl3) δ 1.61 (s, 6H), 2.19 (s, 3H), 3.62 (s, 2H), 4.66 (s, 1H), 7.11-7.15 (m, 1H), 7.38 (s, 1H), 7.48 (d, 1H, J=6.0 Hz), 7.62-7.67 (m, 1H), 8.37 (s, 1H), 8.58 (d, 1H, J=6.0 Hz). Reactants: ClC1=NC=C(C(=O)C2=CC=C(CSC=3N=C4N(C(C3C)=O)C=CC=C4)C=C2)C=C1 (2-[4-(6-chloronicotinoyl)benzylthio]-3-methyl-4H-pyrido[1,2-a]-pyrimidin-4-one), N1(CCCCC1)C1CCNCC1 (4-piperidinopiperidine), C([O-])([O-])=O.[K+].[K+] (potassium carbonate). The solvent is CN(C)C=O (DMF). The product is Cl.Cl.Cl.CC1=C(N=C2N(C1=O)C=CC=C2)SCC2=CC=C(C=C2)C(C2=CN=C(C=C2)N2CCC(CC2)N2CCCCC2)=O (3-Methyl-2-[4-[6-(4-piperidinopiperidino)nicotinoyl]benzylthio]-4H-pyrido[1,2-a]pyrimidin-4-one trihydrochloride). The yield is 18.6%. Reaction SMILES: [Cl:1][C:2]1[CH:29]=[CH:28][C:5]([C:6]([C:8]2[CH:27]=[CH:26][C:11]([CH2:12][S:13][C:14]3[N:15]=[C:16]4[CH:25]=[CH:24][CH:23]=[CH:22][N:17]4[C:18](=[O:21])[C:19]=3[CH3:20])=[CH:10][CH:9]=2)=[O:7])=[CH:4][N:3]=1.[N:30]1([CH:36]2[CH2:41][CH2:40][NH:39][CH2:38][CH2:37]2)[CH2:35][CH2:34][CH2:33][CH2:32][CH2:31]1.C(=O)([O-])[O-].[K+].[K+]>CN(C=O)C>[ClH:1].[ClH:1].[ClH:1].[CH3:20][C:19]1[C:18](=[O:21])[N:17]2[CH:22]=[CH:23][CH:24]=[CH:25][C:16]2=[N:15][C:14]=1[S:13][CH2:12][C:11]1[CH:26]=[CH:27][C:8]([C:6](=[O:7])[C:5]2[CH:28]=[CH:29][C:2]([N:39]3[CH2:40][CH2:41][CH:36]([N:30]4[CH2:35][CH2:34][CH2:33][CH2:32][CH2:31]4)[CH2:37][CH2:38]3)=[N:3][CH:4]=2)=[CH:9][CH:10]=1 |f:2.3.4,6.7.8.9|. Procedure details: A solution of 2-[4-(6-chloronicotinoyl)benzylthio]-3-methyl-4H-pyrido[1,2-a]-pyrimidin-4-one (287 mg), 4-piperidinopiperidine (137 mg) and potassium carbonate (194 mg) in DMF (10 ml) was stirred at 80° C. for 24 hours. This reaction mixture was concentrated and the residue was dissolved in chloroform. The solution was washed with water, dried, and concentrated. The residue was purified by silica gel column chromatography (chloroform-methanol =9:1) and treated with hydrogen chloride/ethyl acetate...